describe an organic reaction: reactants, conditions, products, and yield From a dataset of the Open Reaction Database (ORD), a public repository of structured organic reaction records. The reactants are COc1ccc(C2CCOCC2)c2sc(N)nc12, O=C(Cl)Oc1ccccc1, CC1(O)CCNCC1. Product: COc1ccc(C2CCOCC2)c2sc(NC(=O)N3CCC(C)(O)CC3)nc12. As a reaction SMILES: [CH3:1][O:2][c:3]1[cH:4][cH:5][c:6]([CH:13]2[CH2:14][CH2:15][O:16][CH2:17][CH2:18]2)[c:7]2[c:8]1[n:9][c:10]([NH2:12])[s:11]2.[Cl:19][C:20](=[O:21])[O:22][c:23]1[cH:24][cH:25][cH:26][cH:27][cH:28]1.[OH:29][C:30]1([CH3:36])[CH2:31][CH2:32][NH:33][CH2:34][CH2:35]1>>[CH3:1][O:2][c:3]1[cH:4][cH:5][c:6]([CH:13]2[CH2:14][CH2:15][O:16][CH2:17][CH2:18]2)[c:7]2[c:8]1[n:9][c:10]([NH:12][C:20](=[O:21])[N:33]1[CH2:32][CH2:31][C:30]([OH:29])([CH3:36])[CH2:35][CH2:34]1)[s:11]2.